From a dataset of the Open Reaction Database (ORD), a public repository of structured organic reaction records. describe an organic reaction: reactants, conditions, products, and yield Starting materials: BrC1=CC=CC(=N1)/C=C(/C(=O)NC(CCC)C1=CC=C(C=C1)OCCN(CC)CC)\C#N ((E)-3-(6-Bromopyridin-2-yl)-2-cyano-N-(1-(4-(2-(diethylamino)ethoxy)phenyl)butyl)acrylamide), FC1=CC=CC(=N1)C=O (6-fluoropicolinaldehyde), C(#N)CC(=O)NC(CCC)C1=CC=C(C=C1)OCCN1CCCC1 (2-Cyano-N-(1-(4-(2-(pyrrolidin-1-yl)ethoxy)phenyl)butyl)acetamide). Yields the product C(#N)/C(/C(=O)NC(CCC)C1=CC=C(C=C1)OCCN1CCCC1)=C\C1=NC(=CC=C1)F ((E)-2-Cyano-3-(6-fluoropyridin-2-yl)-N-(1-(4-(2-(pyrrolidin-1-yl)ethoxy)phenyl)butyl)acrylamide). RXN SMILES: Br[C:2]1[N:7]=[C:6](/[CH:8]=[C:9](\[C:31]#[N:32])/[C:10]([NH:12][CH:13]([C:17]2[CH:22]=[CH:21][C:20]([O:23][CH2:24][CH2:25][N:26]([CH2:29][CH3:30])[CH2:27][CH3:28])=[CH:19][CH:18]=2)[CH2:14][CH2:15][CH3:16])=[O:11])[CH:5]=[CH:4][CH:3]=1.[F:33]C1N=C(C=O)C=CC=1.C(CC(NC(C1C=CC(OCCN2CCCC2)=CC=1)CCC)=O)#N>>[C:31](/[C:9](=[CH:8]\[C:6]1[CH:5]=[CH:4][CH:3]=[C:2]([F:33])[N:7]=1)/[C:10]([NH:12][CH:13]([C:17]1[CH:22]=[CH:21][C:20]([O:23][CH2:24][CH2:25][N:26]2[CH2:29][CH2:30][CH2:28][CH2:27]2)=[CH:19][CH:18]=1)[CH2:14][CH2:15][CH3:16])=[O:11])#[N:32]. Reported procedure: The title compound was prepared by using a similar procedure as described for the preparation of 33 except that 6-fluoropicolinaldehyde was used instead of 6-bromopicolinaldehyde, and 2-cyano-N-(1-(4-(2-(pyrrolidin-1-yl)ethoxy)phenyl)butyl)acetamide (31) was used instead of 2-cyano-N-(1-(4-(2-(diethylamino)ethoxy)phenyl)butyl)acetamide (29). This produced the crude product which was purified by flash silica gel column chromatography, eluting with 4:96 methanol/dichloromethane, to give 36 (65 mg,... The reactants are [Al+3], CCOc1ccccc1OCC, COC(=O)CCC(=O)Cl, [Cl-], [Cl-], [Cl-], ClCCl. Product: CCOc1ccc(C(=O)CCC(=O)OC)cc1OCC. Reaction SMILES: [Al+3:11].[CH2:14]([CH3:15])[O:16][c:17]1[c:18]([O:23][CH2:24][CH3:25])[cH:19][cH:20][cH:21][cH:22]1.[CH3:1][O:2][C:3]([CH2:4][CH2:5][C:6](=[O:7])[Cl:8])=[O:9].[Cl-:10].[Cl-:12].[Cl-:13].[Cl:26][CH2:27][Cl:28]>>[CH3:1][O:2][C:3]([CH2:4][CH2:5][C:6](=[O:7])[c:21]1[cH:20][cH:19][c:18]([O:23][CH2:24][CH3:25])[c:17]([O:16][CH2:14][CH3:15])[cH:22]1)=[O:9]. The reactants are O=C(C=P(c1ccccc1)(c1ccccc1)c1ccccc1)CBr, CCO, Oc1ccccc1Cl, [K+], [OH-], O. Product: O=C(C=P(c1ccccc1)(c1ccccc1)c1ccccc1)COc1ccccc1Cl. RXN SMILES: [Br:1][CH2:2][C:3]([CH:4]=[P:5]([c:6]1[cH:7][cH:8][cH:9][cH:10][cH:11]1)([c:12]1[cH:13][cH:14][cH:15][cH:16][cH:17]1)[c:18]1[cH:19][cH:20][cH:21][cH:22][cH:23]1)=[O:24].[CH3:36][CH2:37][OH:38].[Cl:25][c:26]1[c:27]([OH:32])[cH:28][cH:29][cH:30][cH:31]1.[K+:34].[OH-:33].[OH2:35]>>[CH2:2]([C:3]([CH:4]=[P:5]([c:6]1[cH:7][cH:8][cH:9][cH:10][cH:11]1)([c:12]1[cH:13][cH:14][cH:15][cH:16][cH:17]1)[c:18]1[cH:19][cH:20][cH:21][cH:22][cH:23]1)=[O:24])[O:32][c:27]1[c:26]([Cl:25])[cH:31][cH:30][cH:29][cH:28]1. Starting materials: C(=O)O (formic acid), C(C)(=O)OC(C)=O (acetic anhydride), above-prepared crystals, NCCSC=1C=CC=2N(N1)C=CN2 (6-(2-aminoethylthio)imidazo[1,2-b]pyridazine). Run in O1CCCC1 (tetrahydrofuran). Run at time 1 hour. Product: C(=O)NCCSC=1C=CC=2N(N1)C=CN2 (6-(2-formylaminoethylthio)imidazo[1,2-b]pyridazine). RXN SMILES: [CH:1]([OH:3])=O.C(OC(=O)C)(=O)C.[NH2:11][CH2:12][CH2:13][S:14][C:15]1[CH:16]=[CH:17][C:18]2[N:19]([CH:21]=[CH:22][N:23]=2)[N:20]=1>O1CCCC1>[CH:1]([NH:11][CH2:12][CH2:13][S:14][C:15]1[CH:16]=[CH:17][C:18]2[N:19]([CH:21]=[CH:22][N:23]=2)[N:20]=1)=[O:3]. Procedure: On the other hand, 5.52 g of formic acid is added to 12.25 g of acetic anhydride at room temperature and the mixture is stirred at 45°-50° C. for 1 hour. After cooling, 60 ml of tetrahydrofuran and 5.83 g of the above-prepared crystals of 6-(2-aminoethylthio)imidazo[1,2-b]pyridazine are added and the mixture is stirred at room temperature for 1 hour. The solvent is distilled off under reduced pressure and the residue made basic with a saturated aqueous solution of sodium hydrogen carbonate. The ...